From a dataset of the Open Reaction Database (ORD), a public repository of structured organic reaction records. describe an organic reaction: reactants, conditions, products, and yield Starting materials: CCOC(C)=O, O=C(OCc1ccccc1)C1(O)CCC(F)(F)CC1, [H][H]. Yields the product O=C(O)C1(O)CCC(F)(F)CC1. RXN SMILES: [CH3:22][CH2:23][O:24][C:25]([CH3:26])=[O:27].[F:1][C:2]1([F:19])[CH2:3][CH2:4][C:5]([C:8](=[O:9])[O:10][CH2:11][c:12]2[cH:13][cH:14][cH:15][cH:16][cH:17]2)([OH:18])[CH2:6][CH2:7]1.[H:20][H:21]>>[F:1][C:2]1([F:19])[CH2:3][CH2:4][C:5]([C:8](=[O:9])[OH:10])([OH:18])[CH2:6][CH2:7]1. The product is CC(O)c1ccccc1. The reactants are [Al], CC(=O)c1ccccc1, Cl, Cl, [Mg]. As a reaction SMILES: [Al:2].[CH3:5][C:6](=[O:7])[c:8]1[cH:9][cH:10][cH:11][cH:12][cH:13]1.[Cl:4].[ClH:1].[Mg:3]>>[CH3:5][CH:6]([OH:7])[c:8]1[cH:9][cH:10][cH:11][cH:12][cH:13]1. Starting materials: COC(=O)C1=C(C(=CC=C1)[N+](=O)[O-])CS(=O)(=O)N (2-(Methoxycarbonyl)-6-nitrophenylmethanesulfonamide), C(CCC)N=C=O (n-butyl isocyanate), C([O-])([O-])=O.[K+].[K+] (potassium carbonate). Run in C(C)C(=O)C (methyl ethyl ketone). Product: C(CCC)NC(=O)NS(=O)(=O)CC1=C(C=CC=C1[N+](=O)[O-])C(=O)OC (N-[(n-butyl)aminocarbonyl]-2-(methoxycarbonyl)-6-nitrophenylmethanesulfonamide). Reaction SMILES: [CH3:1][O:2][C:3]([C:5]1[CH:10]=[CH:9][CH:8]=[C:7]([N+:11]([O-:13])=[O:12])[C:6]=1[CH2:14][S:15]([NH2:18])(=[O:17])=[O:16])=[O:4].[CH2:19]([N:23]=[C:24]=[O:25])[CH2:20][CH2:21][CH3:22].C(=O)([O-])[O-].[K+].[K+]>C(C(C)=O)C>[CH2:19]([NH:23][C:24]([NH:18][S:15]([CH2:14][C:6]1[C:7]([N+:11]([O-:13])=[O:12])=[CH:8][CH:9]=[CH:10][C:5]=1[C:3]([O:2][CH3:1])=[O:4])(=[O:17])=[O:16])=[O:25])[CH2:20][CH2:21][CH3:22] |f:2.3.4|. Procedure details: A mixture of 7.7 g of the product from Example 4, 3.5 g of n-butyl isocyanate, and 4.8 g anhydrous potassium carbonate in 100 ml of methyl ethyl ketone was stirred at reflux temperature for 4 hours. After cooling to room temperature, the reaction mixture was concentrated to approximately one-third volume and diluted with 150 ml of water. The resulting solid was collected by filtration and washed with one portion of water and one portion of n-butyl chloride. The yield of N-[(n-butyl)aminocarbonyl... Reactants: COc1ccc(Cn2ncc3c(N4CCN(C(=O)OC(C)(C)C)CC4)c(Br)cnc32)cc1, C1CCOC1, C[Zn+], [Cl-], [Cl-], [NH4+], c1ccc(P(c2ccccc2)(c2ccccc2)[Pd](P(c2ccccc2)(c2ccccc2)c2ccccc2)(P(c2ccccc2)(c2ccccc2)c2ccccc2)P(c2ccccc2)(c2ccccc2)c2ccccc2)cc1. Yields the product COc1ccc(Cn2ncc3c(N4CCN(C(=O)OC(C)(C)C)CC4)c(C)cnc32)cc1. Reaction SMILES: [Br:4][c:5]1[c:6]([N:23]2[CH2:24][CH2:25][N:26]([C:29](=[O:30])[O:31][C:32]([CH3:33])([CH3:34])[CH3:35])[CH2:27][CH2:28]2)[c:7]2[c:8]([n:9][cH:10]1)[n:11]([CH2:14][c:15]1[cH:16][cH:17][c:18]([O:21][CH3:22])[cH:19][cH:20]1)[n:12][cH:13]2.[CH2:38]1[O:39][CH2:40][CH2:41][CH2:42]1.[CH3:2][Zn+:3].[Cl-:1].[Cl-:36].[NH4+:37].[cH:43]1[cH:44][cH:45][c:46]([P:47]([Pd:48]([P:49]([c:50]2[cH:51][cH:52][cH:53][cH:54][cH:55]2)([c:56]2[cH:57][cH:58][cH:59][cH:60][cH:61]2)[c:62]2[cH:63][cH:64][cH:65][cH:66][cH:67]2)([P:68]([c:69]2[cH:70][cH:71][cH:72][cH:73][cH:74]2)([c:75]2[cH:76][cH:77][cH:78][cH:79][cH:80]2)[c:81]2[cH:82][cH:83][cH:84][cH:85][cH:86]2)[P:87]([c:88]2[cH:89][cH:90][cH:91][cH:92][cH:93]2)([c:94]2[cH:95][cH:96][cH:97][cH:98][cH:99]2)[c:100]2[cH:101][cH:102][cH:103][cH:104][cH:105]2)([c:106]2[cH:107][cH:108][cH:109][cH:110][cH:111]2)[c:112]2[cH:113][cH:114][cH:115][cH:116][cH:117]2)[cH:118][cH:119]1>>[CH3:2][c:5]1[c:6]([N:23]2[CH2:24][CH2:25][N:26]([C:29](=[O:30])[O:31][C:32]([CH3:33])([CH3:34])[CH3:35])[CH2:27][CH2:28]2)[c:7]2[c:8]([n:9][cH:10]1)[n:11]([CH2:14][c:15]1[cH:16][cH:17][c:18]([O:21][CH3:22])[cH:19][cH:20]1)[n:12][cH:13]2. Reactants: C(=O)C1=C(C=C(C=C1C(=C)C)C(F)(F)F)C1=CC=C(C=C1)C(=O)OC (methyl 2′-formyl-3′-(prop-1-en-2-yl)-5′-(trifluoromethyl)-[1,1′-biphenyl]-4-carboxylate). Solvent: CO (MeOH). The product is OCC1=C(C=C(C=C1C(C)C)C(F)(F)F)C1=CC=C(C=C1)C(=O)OC (Methyl 2′-(hydroxymethyl)-3′-isopropyl-5′-(trifluoromethyl)-[1,1′-biphenyl]-4-carboxylate). As a reaction SMILES: [CH:1]([C:3]1[C:8]([C:9]([CH3:11])=[CH2:10])=[CH:7][C:6]([C:12]([F:15])([F:14])[F:13])=[CH:5][C:4]=1[C:16]1[CH:21]=[CH:20][C:19]([C:22]([O:24][CH3:25])=[O:23])=[CH:18][CH:17]=1)=[O:2]>CO>[OH:2][CH2:1][C:3]1[C:8]([CH:9]([CH3:11])[CH3:10])=[CH:7][C:6]([C:12]([F:15])([F:14])[F:13])=[CH:5][C:4]=1[C:16]1[CH:17]=[CH:18][C:19]([C:22]([O:24][CH3:25])=[O:23])=[CH:20][CH:21]=1. Procedure details: A solution of methyl 2′-formyl-3′-(prop-1-en-2-yl)-5′-(trifluoromethyl)-[1,1′-biphenyl]-4-carboxylate (122 mg, 0.35 mmol) in MeOH (10 mL) was hydrogenated using H-Cube (10 Bar H2) at 40° C. at a flow rate of 1 mL/min. The resulting solution was concentrated to yield the title compound, which was used in the next step without further purification. Reactants: Brc1cccnc1, CCOCC, [Li]CCCC, C[Sn](C)(C)Cl. The product is C[Sn](C)(C)c1cccnc1. RXN SMILES: [Br:1][c:2]1[cH:3][n:4][cH:5][cH:6][cH:7]1.[CH2:18]([O:19][CH2:20][CH3:21])[CH3:22].[CH2:8]([Li:9])[CH2:10][CH2:11][CH3:12].[CH3:13][Sn:14]([CH3:15])([CH3:16])[Cl:17]>>[c:2]1([Sn:14]([CH3:13])([CH3:15])[CH3:16])[cH:3][n:4][cH:5][cH:6][cH:7]1. Starting materials: C(C1=CC=CC=C1)(C1=CC=CC=C1)(C1=CC=CC=C1)NC=1SC=C(N1)C(C(=O)O)=NO (2-(2-tritylamino-4-thiazolyl)-2-hydroxyimino-acetic acid), COC(=C)C (2-methoxy-propene). Solvent: C(Cl)Cl (methylene chloride). Conditions: time 20 minute. Yields the product C(C1=CC=CC=C1)(C1=CC=CC=C1)(C1=CC=CC=C1)NC=1SC=C(N1)C(C(=O)O)=NOC(C)(OC)C (2-(2-tritylamino-4-thiazolyl)-2-(1-methyl-1-methoxyethoxyimino)-acetic acid). Reaction SMILES: [C:1]([NH:20][C:21]1[S:22][CH:23]=[C:24]([C:26](=[N:30][OH:31])[C:27]([OH:29])=[O:28])[N:25]=1)([C:14]1[CH:19]=[CH:18][CH:17]=[CH:16][CH:15]=1)([C:8]1[CH:13]=[CH:12][CH:11]=[CH:10][CH:9]=1)[C:2]1[CH:7]=[CH:6][CH:5]=[CH:4][CH:3]=1.[CH3:32][O:33][C:34]([CH3:36])=[CH2:35]>C(Cl)Cl>[C:1]([NH:20][C:21]1[S:22][CH:23]=[C:24]([C:26](=[N:30][O:31][C:34]([CH3:36])([O:33][CH3:32])[CH3:35])[C:27]([OH:29])=[O:28])[N:25]=1)([C:14]1[CH:19]=[CH:18][CH:17]=[CH:16][CH:15]=1)([C:8]1[CH:9]=[CH:10][CH:11]=[CH:12][CH:13]=1)[C:2]1[CH:7]=[CH:6][CH:5]=[CH:4][CH:3]=1. Reported procedure: A mixture of 12.9 g of the syn isomer of 2-(2-tritylamino-4-thiazolyl)-2-hydroxyimino-acetic acid, 120 ml of methylene chloride and 12 ml of 2-methoxy-propene was stirred for 20 minutes at room temperature and was then evaporated to dryness. The residue was stirred for another 30 minutes in 60 ml of methylene chloride and 12 ml of 2-methoxypropene and the mixture was evaporated to dryness under reduced pressure to obtain the syn isomer of 2-(2-tritylamino-4-thiazolyl)-2-(1-methyl-1-methoxyethoxy... Starting materials: C(C)OC(C1=C(N=CC=C1Cl)Cl)=O (2,4-dichloro-nicotinic acid ethyl ester), [H-].C(C(C)C)[Al+]CC(C)C (diisobutylaluminum hydride). Solvent: C1CCOC1 (THF). Conditions: time 8 hour. The product is ClC1=NC=CC(=C1CO)Cl ((2,4-dichloro-pyridin-3-yl)-methanol). The yield is 21.0%. As a reaction SMILES: C([O:3][C:4](=O)[C:5]1[C:10]([Cl:11])=[CH:9][CH:8]=[N:7][C:6]=1[Cl:12])C.[H-].C([Al+]CC(C)C)C(C)C>C1COCC1>[Cl:12][C:6]1[C:5]([CH2:4][OH:3])=[C:10]([Cl:11])[CH:9]=[CH:8][N:7]=1 |f:1.2|. Procedure: The required (2,4-dichloro-pyridin-3-yl)-methanol was prepared as follows: To a solution of 2,4-dichloropyridine (3.00 mL; 27.8 mmol) in THF (25 mL) was added dropwise a solution of LDA (15.3 mL; 2.00 mol/l in THF/heptane/ethylbenzene; 30.6 mmol), at −78° C. The resulting mixture was stirred at −78° C. for 1 h. Subsequently, a solution of ethyl chloroformate (3.2 mL; 33.33 mmol) in THF (5 mL), was added dropwise, at −78° C. and the mixture was stirred for another 1 h at the same temperature. To ... Starting materials: CCCCO, Clc1nc(Cl)c2ncn(C3CCCCO3)c2n1, NN, O. The product is NNc1nc(Cl)nc2c1ncn2C1CCCCO1. Reaction SMILES: [CH2:21]([OH:22])[CH2:23][CH2:24][CH3:25].[Cl:1][c:2]1[n:3][c:4]([Cl:17])[c:5]2[n:6][cH:7][n:8]([CH:11]3[O:12][CH2:13][CH2:14][CH2:15][CH2:16]3)[c:9]2[n:10]1.[NH2:19][NH2:20].[OH2:18]>>[Cl:1][c:2]1[n:3][c:4]([NH:19][NH2:20])[c:5]2[n:6][cH:7][n:8]([CH:11]3[O:12][CH2:13][CH2:14][CH2:15][CH2:16]3)[c:9]2[n:10]1. Solvent: Cl (HCl). Procedure details: A reaction mixture generated from 100 mg (0.52 mmol) of difluoromethyl phenyl sulfone, 225 mg (1.6 mmol) of 4-chlorobenzaldehyde, 1.5 mL of dichloromethane, 1 mL of 50% aqueous sodium hydroxide and 20 mg (0.050 mmol) of Aliquat 336 was poured into 20 mL of IN HCl. Extraction of the aqueous mixture with three 10 mL portions of ethyl acetate followed by combination, drying (MgSO4), and concentration in vacuo of the organic layers gave a residue which was purified by preparative TLC (two 2 mm silic... The product is ClC1=CC=C(C=C1)C(C(S(=O)(=O)C1=CC=CC=C1)(F)F)O (1-(4-chlorophenyl)-2,2-difluoro-2-phenylsulfonylethanol). Reagents/catalysts: CCCCCCCC[N+](C)(CCCCCCCC)CCCCCCCC.[Cl-] (Aliquat 336). Reaction SMILES: [C:1]1([S:7]([CH:10]([F:12])[F:11])(=[O:9])=[O:8])[CH:6]=[CH:5][CH:4]=[CH:3][CH:2]=1.[Cl:13][C:14]1[CH:21]=[CH:20][C:17]([CH:18]=[O:19])=[CH:16][CH:15]=1.ClCCl.[OH-].[Na+]>CCCCCCCC[N+](CCCCCCCC)(CCCCCCCC)C.[Cl-].Cl>[Cl:13][C:14]1[CH:21]=[CH:20][C:17]([CH:18]([OH:19])[C:10]([F:12])([F:11])[S:7]([C:1]2[CH:2]=[CH:3][CH:4]=[CH:5][CH:6]=2)(=[O:9])=[O:8])=[CH:16][CH:15]=1 |f:3.4,5.6|. Starting materials: C1(=CC=CC=C1)S(=O)(=O)C(F)F (difluoromethyl phenyl sulfone), [OH-].[Na+] (sodium hydroxide), ClC1=CC=C(C=O)C=C1 (4-chlorobenzaldehyde), ClCCl (dichloromethane). The yield is 88.4%.